The task is: describe an organic reaction: reactants, conditions, products, and yield. This data is from the Open Reaction Database (ORD), a public repository of structured organic reaction records. Starting materials: O=C([O-])[O-], CCC(C)=O, Fc1ccccc1CBr, [K+], [K+], CCC(Oc1ccc(O)cc1)C(=O)NC. Product: CCC(Oc1ccc(OCc2ccccc2F)cc1)C(=O)NC. RXN SMILES: [C:25](=[O:26])([O-:27])[O-:28].[CH3:31][C:32](=[O:33])[CH2:34][CH3:35].[F:16][c:17]1[c:18]([CH2:19][Br:20])[cH:21][cH:22][cH:23][cH:24]1.[K+:29].[K+:30].[OH:1][c:2]1[cH:3][cH:4][c:5]([O:6][CH:7]([C:8](=[O:9])[NH:10][CH3:11])[CH2:12][CH3:13])[cH:14][cH:15]1>>[O:1]([c:2]1[cH:3][cH:4][c:5]([O:6][CH:7]([C:8](=[O:9])[NH:10][CH3:11])[CH2:12][CH3:13])[cH:14][cH:15]1)[CH2:19][c:18]1[c:17]([F:16])[cH:24][cH:23][cH:22][cH:21]1. Reactants: C[O-].[Na+] (sodium methoxide), NC1=NC=CC=C1 (2-aminopyridine), Cl (HCl), C(=O)OCC (Ethyl formate). Solvent: C(Cl)Cl (CH2Cl2), O (H2O), CO (methanol). Conditions: temperature 40 celsius, time 30 minute. Yields the product N1=C(C=CC=C1)NC=O (N-(pyridin-2-yl)formamide). The yield is 48.6%. RXN SMILES: C[O-].[Na+].[NH2:4][C:5]1[CH:10]=[CH:9][CH:8]=[CH:7][N:6]=1.[CH:11](OCC)=[O:12].Cl>CO.C(Cl)Cl.O>[N:6]1[CH:7]=[CH:8][CH:9]=[CH:10][C:5]=1[NH:4][CH:11]=[O:12] |f:0.1|. Procedure: To a solution of sodium methoxide (176 mL, 25 wt %, 0.81 mol) in 500 mL of methanol was added 2-aminopyridine (30.0 g, 0.32 mol) and the resulting solution was stirred at 40° C. for 30 minutes. Ethyl formate (220 mL, 2.76 mol) was then added dropwise and the reaction mixture was stirred overnight at 40° C. After cooling to room temperature, 250 mL of H2O and 250 mL of CH2Cl2 were added and conc. HCl (˜40 mL) was added dropwise until pH ˜5. Most of the methanol was evaporated and the resulting mi... Starting materials: CC=1N(C=CN1)CCCCCCCCCCCCCCCC (2-methyl-1-n-hexadecylimidazole), C(CCCCCCC)Br (n-octyl bromide). Run in C(C)(C)O (i-propanol). Yields the product [Br-].C(CCCCCCCCCCCCCCC)N1C(N(C=C1)CCCCCCCC)C (1-n-hexadecyl-2-methyl-3-n-octyl-imidazole bromide). As a reaction SMILES: [CH3:1][C:2]1[N:3]([CH2:7][CH2:8][CH2:9][CH2:10][CH2:11][CH2:12][CH2:13][CH2:14][CH2:15][CH2:16][CH2:17][CH2:18][CH2:19][CH2:20][CH2:21][CH3:22])[CH:4]=[CH:5][N:6]=1.[CH2:23]([Br:31])[CH2:24][CH2:25][CH2:26][CH2:27][CH2:28][CH2:29][CH3:30]>C(O)(C)C>[Br-:31].[CH2:7]([N:3]1[CH:4]=[CH:5][N:6]([CH2:23][CH2:24][CH2:25][CH2:26][CH2:27][CH2:28][CH2:29][CH3:30])[CH:2]1[CH3:1])[CH2:8][CH2:9][CH2:10][CH2:11][CH2:12][CH2:13][CH2:14][CH2:15][CH2:16][CH2:17][CH2:18][CH2:19][CH2:20][CH2:21][CH3:22] |f:3.4|. Reported procedure: 0.5 mole of 2-methyl-1-n-hexadecylimidazole is dissolved in 250 ml of i-propanol and reacted with 0.6 mole of n-octyl bromide. This is followed by a 10-hour boiling with reflux. Then the i-propanol is distilled off, together with the unreacted n-octyl bromide, and the remaining residue is washed with ether. Starting materials: C(CCCCCCCCCCCCCCC)[C@@]1(CC(N1)=O)COCC1=CC=CC=C1 ((R)-4-hexadecyl-4-[(phenylmethoxy)methyl]-2-azetidinone). The reagents and catalysts are [Pd] (palladium-on-carbon). Solvent: CO.C(C)(=O)O (methanol acetic acid). Conditions: time 16 hour. Yields the product C(CCCCCCCCCCCCCCC)[C@@]1(CC(N1)=O)CO ((R)-4-Hexadecyl-4-(hydroxymethyl)-2-azetidinone). Isolated yield 95.8%. Reaction SMILES: [CH2:1]([C@@:17]1([CH2:22][O:23]CC2C=CC=CC=2)[NH:20][C:19](=[O:21])[CH2:18]1)[CH2:2][CH2:3][CH2:4][CH2:5][CH2:6][CH2:7][CH2:8][CH2:9][CH2:10][CH2:11][CH2:12][CH2:13][CH2:14][CH2:15][CH3:16]>[Pd].CO.C(O)(=O)C>[CH2:1]([C@@:17]1([CH2:22][OH:23])[NH:20][C:19](=[O:21])[CH2:18]1)[CH2:2][CH2:3][CH2:4][CH2:5][CH2:6][CH2:7][CH2:8][CH2:9][CH2:10][CH2:11][CH2:12][CH2:13][CH2:14][CH2:15][CH3:16] |f:2.3|. Reported procedure: A mixture of 400 mg of (R)-4-hexadecyl-4-[(phenylmethoxy)methyl]-2-azetidinone, 50 mg of 10% palladium-on-carbon and 20 ml of methanol:acetic acid (1:1) is hydrogenated for 16 hours, then filtered and evaporated. The residue is recrystallized from petroleum ether/ethyl acetate, to give 300 mg of the desired compound as a white solid, mp. 82° C. Reactants: BrC=1C=C(C=NC1Cl)C(=O)O (5-bromo-6-chloro-3-pyridinecarboxylic acid), N[C@H]1[C@@H](CCCC1)O ((1R,2R)-2-amino-1-cyclohexanol), N1=CC=C(C=C1)CO (4-pyridinemethanol), ClC1=CC=C(C=C1)B(O)O ((4-chloro-phenyl)-boronic acid). The product is ClC1=CC=C(C=C1)C=1C(=NC=C(C(=O)N[C@H]2[C@@H](CCCC2)O)C1)OCC1=CC=NC=C1 (5-(4-chloro-phenyl)-N-((1R,2R)-2-hydroxy-cyclohexyl)-6-(pyridin-4-ylmethoxy)-nicotinamide). As a reaction SMILES: Br[C:2]1[CH:3]=[C:4]([C:9]([OH:11])=O)[CH:5]=[N:6][C:7]=1Cl.[N:12]1[CH:17]=[CH:16][C:15]([CH2:18][OH:19])=[CH:14][CH:13]=1.[Cl:20][C:21]1[CH:26]=[CH:25][C:24](B(O)O)=[CH:23][CH:22]=1.[NH2:30][C@@H:31]1[CH2:36][CH2:35][CH2:34][CH2:33][C@H:32]1[OH:37]>>[Cl:20][C:21]1[CH:26]=[CH:25][C:24]([C:2]2[C:7]([O:19][CH2:18][C:15]3[CH:16]=[CH:17][N:12]=[CH:13][CH:14]=3)=[N:6][CH:5]=[C:4]([CH:3]=2)[C:9]([NH:30][C@@H:31]2[CH2:36][CH2:35][CH2:34][CH2:33][C@H:32]2[OH:37])=[O:11])=[CH:23][CH:22]=1. Procedure: The title compound was synthesized in analogy to Example 75, using 5-bromo-6-chloro-3-pyridinecarboxylic acid, 4-pyridinemethanol, (4-chloro-phenyl)-boronic acid and ((1R,2R)-2-amino-1-cyclohexanol as starting materials to yield 5-(4-chloro-phenyl)-N-((1R,2R)-2-hydroxy-cyclohexyl)-6-(pyridin-4-ylmethoxy)-nicotinamide, MS (ISP) 438.1 (M+H)+. Starting materials: C(C)(=O)NC1=C(C=C(C(=C1)F)F)CCCC(=O)O (4-(2-Acetylamino-4,5-difluorophenyl)butanoic acid), P(Cl)(Cl)(Cl)(Cl)Cl (phosphorous pentachloride). Solvent: ClCCl (dichloromethane). Product: C(C)(=O)NC1=C2CCCC(C2=C(C(=C1)F)F)=O (5-Acetylamino-7,8-difluoro-1-tetralone). RXN SMILES: [C:1]([NH:4][C:5]1[CH:10]=[C:9]([F:11])[C:8]([F:12])=[CH:7][C:6]=1[CH2:13][CH2:14][CH2:15][C:16]([OH:18])=O)(=[O:3])[CH3:2].P(Cl)(Cl)(Cl)(Cl)Cl>ClCCl>[C:1]([NH:4][C:5]1[CH:10]=[C:9]([F:11])[C:8]([F:12])=[C:7]2[C:6]=1[CH2:13][CH2:14][CH2:15][C:16]2=[O:18])(=[O:3])[CH3:2]. Reported procedure: The compound obtained in (4) above (9.07 gm) was dissolved into 450 ml of dichloromethane. To the mixture was added 7.71 gm of phosphorous pentachloride while stirring at room temperature. After stirring for a further 1 hour, the reaction mixture was concentrated and dichloromethane was added to the residue. Dichloromethane was evaporated again and 500 ml of 1,2-dichloroethane and 9.88 gm of anhydrous aluminum chloride were added to the residue. The mixture was stirred for 1 hour at 70° C. and g... Starting materials: NC1=C(C(=NN1C)OC)C1=CC2=C(OCO2)C=C1 (5-amino-4-(1,3-benzodioxol-5-yl)-3-methoxy-1-methyl-1H-pyrazole), N=1SN=C2C1C=CC=C2S(=O)(=O)Cl (2,1,3-benzothiadiazole-4-sulfonyl chloride). The reagents and catalysts are CN(C1=CC=NC=C1)C (4-dimethylaminopyridine). The solvent is N1=CC=CC=C1 (pyridine), N1=CC=CC=C1 (pyridine). Reaction conditions: time 12 hour. Yields the product O1COC2=C1C=CC(=C2)C=2C(=NN(C2NS(=O)(=O)C2=CC=CC1=NSN=C12)C)OC (N-[4-(1,3-benzodioxol-5-yl)-3-methoxy-1-methyl-1H-pyrazol-5-yl]-2,1,3-benzothiadiazole-4-sulfonamide). The yield is 3.9%. Reaction SMILES: [N:1]1[S:2][N:3]=[C:4]2[C:9]([S:10](Cl)(=[O:12])=[O:11])=[CH:8][CH:7]=[CH:6][C:5]=12.[NH2:14][C:15]1[N:19]([CH3:20])[N:18]=[C:17]([O:21][CH3:22])[C:16]=1[C:23]1[CH:31]=[CH:30][C:26]2[O:27][CH2:28][O:29][C:25]=2[CH:24]=1>CN(C)C1C=CN=CC=1.N1C=CC=CC=1>[O:27]1[C:26]2[CH:30]=[CH:31][C:23]([C:16]3[C:17]([O:21][CH3:22])=[N:18][N:19]([CH3:20])[C:15]=3[NH:14][S:10]([C:9]3[C:4]4[C:5](=[N:1][S:2][N:3]=4)[CH:6]=[CH:7][CH:8]=3)(=[O:12])=[O:11])=[CH:24][C:25]=2[O:29][CH2:28]1. Reported procedure: To a solution of 4-dimethylaminopyridine in anhydrous pyridine at 0° C. under an atmosphere of nitrogen was added 2,1,3-benzothiadiazole-4-sulfonyl chloride (142 mg) in pyridine (1.5 ml). After 10 min the reaction was treated with 5-amino-4-(1,3-benzodioxol-5-yl)-3-methoxy-1-methyl-1H-pyrazole (Preparation 43) (100 mg) and the reaction was allowed to warm to room temperature and stirred for 12 h. The reaction was concentrated under reduced pressure, the residue diluted with brine (100 mg) and ex... The solvent is CC(=O)C (acetone), O (water), O (water). Starting materials: NC(CC1=CNC2=CC=CC=C12)C(=O)O (DL-tryptophane), Cl (hydrochloric acid), C([O-])([O-])=O.[K+].[K+] (potassium carbonate), ClC1=CC=C(C(=O)Cl)C=C1 (4-chlorobenzoyl chloride). Reaction SMILES: [NH2:1][CH:2]([C:13]([OH:15])=[O:14])[CH2:3][C:4]1[C:12]2[C:7](=[CH:8][CH:9]=[CH:10][CH:11]=2)[NH:6][CH:5]=1.C(=O)([O-])[O-].[K+].[K+].[Cl:22][C:23]1[CH:31]=[CH:30][C:26]([C:27](Cl)=[O:28])=[CH:25][CH:24]=1.Cl>CC(C)=O.O>[Cl:22][C:23]1[CH:31]=[CH:30][C:26]([C:27]([NH:1][CH:2]([CH2:3][C:4]2[C:12]3[C:7](=[CH:8][CH:9]=[CH:10][CH:11]=3)[NH:6][CH:5]=2)[C:13]([OH:15])=[O:14])=[O:28])=[CH:25][CH:24]=1 |f:1.2.3|. Yields the product ClC1=CC=C(C(=O)NC(C(=O)O)CC2=CNC3=CC=CC=C23)C=C1 (2-(4-chlorobenzoylamino)-3-(indol-3-yl)propionic acid). Reported procedure: 10 Grams of DL-tryptophane was dissolved in a mixture of 100 ml of acetone with 20 ml of water, then to this solution was added 6 g of potassium carbonate. Under an ice-cooled condition, 9 g of 4-chlorobenzoyl chloride was added dropwise to the above-mentioned mixture, and the reaction mixture was stirred at the same temperature for 2 hours. Then, acetone was removed by evaporation, to the residue thus obtained was added water, and mixture was acidified by adding concentrated hydrochloric acid, ... Run at time 2 hour. Reactants: C(C)(=O)NC=1C(=C(OCC2=CC=C(C(=O)OCC)C=C2)C=CC1)C=O (Ethyl 4-(3-acetylamino-2-formylphenoxymethyl)benzoate), [OH-].[Na+] (sodium hydroxide). Run in O (water), O (water), C(C)O (ethanol). Product: C(C)(=O)NC=1C(=C(OCC2=CC=C(C(=O)O)C=C2)C=CC1)C=O (4-(3-acetylamino-2-formylphenoxymethyl)benzoic acid). RXN SMILES: [C:1]([NH:4][C:5]1[C:6]([CH:24]=[O:25])=[C:7]([CH:21]=[CH:22][CH:23]=1)[O:8][CH2:9][C:10]1[CH:20]=[CH:19][C:13]([C:14]([O:16]CC)=[O:15])=[CH:12][CH:11]=1)(=[O:3])[CH3:2].[OH-].[Na+]>C(O)C.O>[C:1]([NH:4][C:5]1[C:6]([CH:24]=[O:25])=[C:7]([CH:21]=[CH:22][CH:23]=1)[O:8][CH2:9][C:10]1[CH:20]=[CH:19][C:13]([C:14]([OH:16])=[O:15])=[CH:12][CH:11]=1)(=[O:3])[CH3:2] |f:1.2|. Procedure details: Ethyl 4-(3-acetylamino-2-formylphenoxymethyl)benzoate (0.45 g, 0.00132 N) was suspended in 95% ethanol (10 ml) with stirring and treated with 1N sodium hydroxide solution (1.32 ml) over 1 hour. The mixture was then diluted with water (3 ml) and stirred at room temperature overnight. A further 15 ml of water was added and the mixture stirred at room temperature (4 hr). The mixture was then extracted with ethyl acetate and the aqueous phase acidified with concentrated hydrochloric acid with coolin... Starting materials: CC(C)=O, CS(=O)(=O)Nc1ccc(OCCCCl)cc1, [I-], [Na+]. Yields the product CS(=O)(=O)Nc1ccc(OCCCI)cc1. Reaction SMILES: [CH3:19][C:20](=[O:21])[CH3:22].[Cl:1][CH2:2][CH2:3][CH2:4][O:5][c:6]1[cH:7][cH:8][c:9]([NH:12][S:13](=[O:14])(=[O:15])[CH3:16])[cH:10][cH:11]1.[I-:18].[Na+:17]>>[CH2:2]([CH2:3][CH2:4][O:5][c:6]1[cH:7][cH:8][c:9]([NH:12][S:13](=[O:14])(=[O:15])[CH3:16])[cH:10][cH:11]1)[I:18].